Dataset: the Open Reaction Database (ORD), a public repository of structured organic reaction records. Task: describe an organic reaction: reactants, conditions, products, and yield Reactants: COC([C@H](CC1=CC=C(C=C1)C1=CC=C(C=C1)C#N)NC(=O)C1NCC=2C=C3C(=CC2C1)OC[C@@H](O3)C3=CC=C(C=C3)OCC3=CC(=C(C=C3)Cl)Cl)=O ((S)-3-(4′-Cyano-biphenyl-4-yl)-2-({(S)-3-[4-(3,4-dichloro-benzyloxy)-phenyl]-2,3,6,7,8,9-hexahydro-[1,4]dioxino[2,3-g]isoquinoline-8-carbonyl}-amino)-propionic acid methyl ester), C(C)(C)(C)OC(NC=1SC2=C(N1)C=CC(=C2)S(=O)(=O)Cl)=O ((6-chlorosulfonyl-benzothiazol-2-yl)-carbamic acid tert-butyl ester). Yields the product COC([C@H](CC1=CC=C(C=C1)C1=CC=C(C=C1)C#N)NC(=O)C1N(CC=2C=C3C(=CC2C1)OC[C@@H](O3)C3=CC=C(C=C3)OCC3=CC(=C(C=C3)Cl)Cl)S(=O)(=O)C3=CC1=C(N=C(S1)NC(=O)OC(C)(C)C)C=C3)=O ((S)-2-({(S)-7-(2-tert-butoxycarbonylamino-benzothiazole-6-sulfonyl)-3-[4-(3,4-dichloro-benzyloxy)-phenyl]-2,3,6,7,8,9-hexahydro-[1,4]dioxino[2,3-g]isoquinoline-8-carbonyl}-amino)-3-(4′-cyano-biphenyl-4-yl)-propionic acid methyl ester). RXN SMILES: [CH3:1][O:2][C:3](=[O:53])[C@@H:4]([NH:20][C:21]([CH:23]1[CH2:32][C:31]2[CH:30]=[C:29]3[O:33][CH2:34][C@H:35]([C:37]4[CH:42]=[CH:41][C:40]([O:43][CH2:44][C:45]5[CH:50]=[CH:49][C:48]([Cl:51])=[C:47]([Cl:52])[CH:46]=5)=[CH:39][CH:38]=4)[O:36][C:28]3=[CH:27][C:26]=2[CH2:25][NH:24]1)=[O:22])[CH2:5][C:6]1[CH:11]=[CH:10][C:9]([C:12]2[CH:17]=[CH:16][C:15]([C:18]#[N:19])=[CH:14][CH:13]=2)=[CH:8][CH:7]=1.[C:54]([O:58][C:59](=[O:74])[NH:60][C:61]1[S:62][C:63]2[CH:69]=[C:68]([S:70](Cl)(=[O:72])=[O:71])[CH:67]=[CH:66][C:64]=2[N:65]=1)([CH3:57])([CH3:56])[CH3:55]>>[CH3:1][O:2][C:3](=[O:53])[C@@H:4]([NH:20][C:21]([CH:23]1[CH2:32][C:31]2[CH:30]=[C:29]3[O:33][CH2:34][C@H:35]([C:37]4[CH:42]=[CH:41][C:40]([O:43][CH2:44][C:45]5[CH:50]=[CH:49][C:48]([Cl:51])=[C:47]([Cl:52])[CH:46]=5)=[CH:39][CH:38]=4)[O:36][C:28]3=[CH:27][C:26]=2[CH2:25][N:24]1[S:70]([C:68]1[CH:67]=[CH:66][C:64]2[N:65]=[C:61]([NH:60][C:59]([O:58][C:54]([CH3:55])([CH3:56])[CH3:57])=[O:74])[S:62][C:63]=2[CH:69]=1)(=[O:72])=[O:71])=[O:22])[CH2:5][C:6]1[CH:11]=[CH:10][C:9]([C:12]2[CH:13]=[CH:14][C:15]([C:18]#[N:19])=[CH:16][CH:17]=2)=[CH:8][CH:7]=1. Procedure: (S)-3-(4′-Cyano-biphenyl-4-yl)-2-({(S)-3-[4-(3,4-dichloro-benzyloxy)-phenyl]-2,3,6,7,8,9-hexahydro-[1,4]dioxino[2,3-g]isoquinoline-8-carbonyl}-amino)-propionic acid methyl ester (25 mg) was reacted with (6-chlorosulfonyl-benzothiazol-2-yl)-carbamic acid tert-butyl ester to give (S)-2-({(S)-7-(2-tert-butoxycarbonylamino-benzothiazole-6-sulfonyl)-3-[4-(3,4-dichloro-benzyloxy)-phenyl]-2,3,6,7,8,9-hexahydro-[1,4]dioxino[2,3-g]isoquinoline-8-carbonyl}-amino)-3-(4′-cyano-biphenyl-4-yl)-propionic acid ... The reactants are ClC1=CC=C(C=C1)S(=O)(=O)C(C#N)=C(SC)NC1=CC(=CC=C1)C#N (2-(4-Chlorophenylsulfonyl)-3-(3-cyanophenylamino)-3-methylsulfanyl-2-propenenitrile), C1(CCCC1)N (cyclopentylamine). Product: ClC1=CC=C(C=C1)S(=O)(=O)C(C#N)=C(NC1CCCC1)NC1=CC(=CC=C1)C#N (2-(4-Chlorophenylsulfonyl)-3-(3-cyanophenylamino)-3-cyclopentylamino-2-propenenitrile). Yield: 16.0%. RXN SMILES: [Cl:1][C:2]1[CH:7]=[CH:6][C:5]([S:8]([C:11](=[C:14]([NH:17][C:18]2[CH:23]=[CH:22][CH:21]=[C:20]([C:24]#[N:25])[CH:19]=2)SC)[C:12]#[N:13])(=[O:10])=[O:9])=[CH:4][CH:3]=1.[CH:26]1([NH2:31])[CH2:30][CH2:29][CH2:28][CH2:27]1>>[Cl:1][C:2]1[CH:7]=[CH:6][C:5]([S:8]([C:11](=[C:14]([NH:17][C:18]2[CH:23]=[CH:22][CH:21]=[C:20]([C:24]#[N:25])[CH:19]=2)[NH:31][CH:26]2[CH2:30][CH2:29][CH2:28][CH2:27]2)[C:12]#[N:13])(=[O:10])=[O:9])=[CH:4][CH:3]=1. Procedure details: 2-(4-Chlorophenylsulfonyl)-3-(3-cyanophenylamino)-3-methylsulfanyl-2-propenenitrile(0.300 g, 0.6 mmol) was stirred in cyclopentylamine(1 ml) for 48 h at 100° C. under nitrogen in a sealed flask. Work up as described in Example 1, 2) gave 51 mg (16%) of the title compound as light brown crystals. 1H NMR (200 MHz, CDCl3): δ=1.43-1.54 (m, 4H), 1.68-1.78 (m, 4H), 3.64 (sextet, 1H), 7.07 (d, 1H), 7.21 (s, 1H), 7.40-7.55 (m, 6H), 7.77 (dd, 2H) Reactants: CC(=O)OC(C)=O, CCOC(=O)Cc1sc(N)nc1-c1ccc(Cl)cc1, c1ccncc1. Yields the product CCOC(=O)Cc1sc(NC(C)=O)nc1-c1ccc(Cl)cc1. As a reaction SMILES: [CH3:20][C:21](=[O:22])[O:23][C:24](=[O:25])[CH3:26].[NH2:1][c:2]1[s:3][c:4]([CH2:14][C:15](=[O:16])[O:17][CH2:18][CH3:19])[c:5](-[c:7]2[cH:8][cH:9][c:10]([Cl:13])[cH:11][cH:12]2)[n:6]1.[cH:27]1[cH:28][cH:29][n:30][cH:31][cH:32]1>>[NH:1]([c:2]1[s:3][c:4]([CH2:14][C:15](=[O:16])[O:17][CH2:18][CH3:19])[c:5](-[c:7]2[cH:8][cH:9][c:10]([Cl:13])[cH:11][cH:12]2)[n:6]1)[C:21]([CH3:20])=[O:22]. The reactants are BrB(Br)Br, COc1ccc(-c2ccc(C(F)(F)F)cc2)cc1C(=O)NC(Cc1ccc(-c2ccc(F)c(Cl)c2)cc1)c1nc(C)no1. Reaction SMILES: [B:44]([Br:45])([Br:46])[Br:47].[Cl:1][c:2]1[cH:3][c:4](-[c:9]2[cH:10][cH:11][c:12]([CH2:15][CH:16]([c:17]3[n:18][c:19]([CH3:22])[n:20][o:21]3)[NH:23][C:24](=[O:25])[c:26]3[cH:27][c:28](-[c:34]4[cH:35][cH:36][c:37]([C:40]([F:41])([F:42])[F:43])[cH:38][cH:39]4)[cH:29][cH:30][c:31]3[O:32][CH3:33])[cH:13][cH:14]2)[cH:5][cH:6][c:7]1[F:8]>>[Cl:1][c:2]1[cH:3][c:4](-[c:9]2[cH:10][cH:11][c:12]([CH2:15][CH:16]([c:17]3[n:18][c:19]([CH3:22])[n:20][o:21]3)[NH:23][C:24](=[O:25])[c:26]3[cH:27][c:28](-[c:34]4[cH:35][cH:36][c:37]([C:40]([F:41])([F:42])[F:43])[cH:38][cH:39]4)[cH:29][cH:30][c:31]3[OH:32])[cH:13][cH:14]2)[cH:5][cH:6][c:7]1[F:8]. The product is Cc1noc(C(Cc2ccc(-c3ccc(F)c(Cl)c3)cc2)NC(=O)c2cc(-c3ccc(C(F)(F)F)cc3)ccc2O)n1.